This data is from the Open Reaction Database (ORD), a public repository of structured organic reaction records. The task is: describe an organic reaction: reactants, conditions, products, and yield Reactants: sixteen, BrC=1C=NC(=NC1)OCCOC1=NN(C(=C1C1=CC=C(C=C1)C)NS(=O)(=O)C1=CC=C(C=C1)C(C)(C)C)C (N-[3-{2[(5-bromo-2-pyrimidinyl)oxy]ethoxy}-1-methyl-4-(4-methylphenyl)-1H-pyrazol-5-yl]-4-(tert-butyl)benzenesulfonamide), CO (methanol). Run at time 2 day. Yields the product BrC=1C=NC(=NC1)OCCOC1=NN(C(=C1C1=CC=C(C=C1)CO)NS(=O)(=O)C1=CC=C(C=C1)C(C)(C)C)C (N-{3-{2-[(5-bromo-2-pyrimidinyl)oxy]ethoxy}-4-[4-(hydroxymethyl)phenyl]-1-methyl-1H-pyrazol-5-yl}-4-(tert-butyl)benzenesulfonamide). RXN SMILES: [Br:1][C:2]1[CH:3]=[N:4][C:5]([O:8][CH2:9][CH2:10][O:11][C:12]2[C:16]([C:17]3[CH:22]=[CH:21][C:20]([CH3:23])=[CH:19][CH:18]=3)=[C:15]([NH:24][S:25]([C:28]3[CH:33]=[CH:32][C:31]([C:34]([CH3:37])([CH3:36])[CH3:35])=[CH:30][CH:29]=3)(=[O:27])=[O:26])[N:14]([CH3:38])[N:13]=2)=[N:6][CH:7]=1.C[OH:40]>>[Br:1][C:2]1[CH:7]=[N:6][C:5]([O:8][CH2:9][CH2:10][O:11][C:12]2[C:16]([C:17]3[CH:22]=[CH:21][C:20]([CH2:23][OH:40])=[CH:19][CH:18]=3)=[C:15]([NH:24][S:25]([C:28]3[CH:29]=[CH:30][C:31]([C:34]([CH3:35])([CH3:37])[CH3:36])=[CH:32][CH:33]=3)(=[O:26])=[O:27])[N:14]([CH3:38])[N:13]=2)=[N:4][CH:3]=1. Procedure: Streptomyces rimosus subsp. rimosus ATCC10970 maintained on a ¼ strength ATCC172 agar slope was inoculated as a loopful of spores into a 300 ml Erlenmeyer flask containing 50 ml of AS7-H inoculum medium. This was allowed to incubate for 2 days at 28° C., 200 rpm on an Infors Multitron™ Shaker with 1″ throw. 2 mls of this inoculum medium was then transferred to each of sixteen 300 ml Erlenmeyer flask containing 50 ml of AP-5H production medium and incubated under the same conditions for a further... Reactants: C(=O)(OCC1=CC=CC=C1)CCC(=O)OC(C)[C@H]1CC[C@H]2[C@@H]3CC[C@H]4N(C(CC[C@]4(C)[C@H]3CC[C@]12C)=O)C (20-(3-(Carbobenzyloxy)propionyloxy)-4-methyl-5a-4-azapregnan-3-one), [H][H] (hydrogen). Reagents/catalysts: [Pd] (palladium on carbon). The solvent is C(C)(=O)OCC (ethyl acetate). Yields the product C(=O)(O)CCC(=O)OC(C)[C@H]1CC[C@H]2[C@@H]3CC[C@H]4N(C(CC[C@]4(C)[C@H]3CC[C@]12C)=O)C (20-(3-carboxypropionyloxy)-4-methyl-5α-4-azapregnan-3-one). Reaction SMILES: [C:1]([CH2:11][CH2:12][C:13]([O:15][CH:16]([C@@H:18]1[C@:35]2([CH3:36])[C@H:21]([C@H:22]3[C@H:32]([CH2:33][CH2:34]2)[C@:30]2([CH3:31])[C@H:25]([N:26]([CH3:38])[C:27](=[O:37])[CH2:28][CH2:29]2)[CH2:24][CH2:23]3)[CH2:20][CH2:19]1)[CH3:17])=[O:14])([O:3]CC1C=CC=CC=1)=[O:2].[H][H]>C(OCC)(=O)C.[Pd]>[C:1]([CH2:11][CH2:12][C:13]([O:15][CH:16]([C@@H:18]1[C@:35]2([CH3:36])[C@H:21]([C@H:22]3[C@H:32]([CH2:33][CH2:34]2)[C@:30]2([CH3:31])[C@H:25]([N:26]([CH3:38])[C:27](=[O:37])[CH2:28][CH2:29]2)[CH2:24][CH2:23]3)[CH2:20][CH2:19]1)[CH3:17])=[O:14])([OH:3])=[O:2]. Procedure details: 20-(3-(Carbobenzyloxy)propionyloxy)-4-methyl-5a-4-azapregnan-3-one (0.05 g, 0.095 mM) was reduced with hydrogen in ethyl acetate in the presence of 5% palladium on carbon, to obtain the title compound. MS M+1 calculated for C25H39NO5, mw=433.64; observed m/e 434. Starting materials: [OH-].[Na+] (sodium hydroxide), COC=1C=C2C(=CC1OC)N=C(N=C2N)N3CCN(CC3)C(=O)C4=NN=C(O4)SC.Cl (BL-5111 hydrochloride). Solvent: C(C)O (ethanol). Conditions: time 20 minute. Yields the product NC1=NC(=NC2=CC(=C(C=C12)OC)OC)N1CCN(CC1)C(=O)C=1OC(=NN1)SC (4-amino-6,7-dimethoxy-2-[4-(5-methylthio-1,3,4-oxadiazole-2-carbonyl)-piperazin-1-yl]quinazoline). RXN SMILES: [OH-].[Na+].[CH3:3][O:4][C:5]1[CH:6]=[C:7]2[C:16]([NH2:17])=[N:15][C:14]([N:18]3[CH2:23][CH2:22][N:21]([C:24]([C:26]4[O:30][C:29]([S:31][CH3:32])=[N:28][N:27]=4)=[O:25])[CH2:20][CH2:19]3)=[N:13][C:8]2=[CH:9][C:10]=1[O:11][CH3:12].Cl>C(O)C>[NH2:17][C:16]1[C:7]2[C:8](=[CH:9][C:10]([O:11][CH3:12])=[C:5]([O:4][CH3:3])[CH:6]=2)[N:13]=[C:14]([N:18]2[CH2:19][CH2:20][N:21]([C:24]([C:26]3[O:30][C:29]([S:31][CH3:32])=[N:28][N:27]=3)=[O:25])[CH2:22][CH2:23]2)[N:15]=1 |f:0.1,2.3|. Reported procedure: Rapid addition of 10 ml. of 1 N sodium hydroxide to a suspension of BL-5111 hydrochloride (5.0 g.) in 50 ml. of rapidly stirred 95% ethanol provides a solution from which the free base begins to precipitate shortly after completing the addition (about 1 min.). The mixture is stirred for a period of 20 min. and the crystalline precipitate collected, washed with water, dried for a period of 24 hr. at 56° C. under high vacuum to afford 4-amino-6,7-dimethoxy-2-[4-(5-methylthio-1,3,4-oxadiazole-2-car... Starting materials: C1CCOC1, [H][H], O=[N+]([O-])c1cnn(-c2ccc3cnccc3c2)c1. The product is Nc1cnn(-c2ccc3cnccc3c2)c1. RXN SMILES: [CH2:21]1[O:22][CH2:23][CH2:24][CH2:25]1.[H:19][H:20].[N+:1]([O-:2])(=[O:3])[c:4]1[cH:5][n:6][n:7](-[c:9]2[cH:10][c:11]3[cH:12][cH:13][n:14][cH:15][c:16]3[cH:17][cH:18]2)[cH:8]1>>[NH2:1][c:4]1[cH:5][n:6][n:7](-[c:9]2[cH:10][c:11]3[cH:12][cH:13][n:14][cH:15][c:16]3[cH:17][cH:18]2)[cH:8]1.